describe an organic reaction: reactants, conditions, products, and yield From a dataset of the Open Reaction Database (ORD), a public repository of structured organic reaction records. Starting materials: O=C([O-])[O-], CC#N, ClCc1ccccc1, [K+], [K+], O=C1CC(c2ccccc2)NCCN1. The product is O=C1CC(c2ccccc2)N(Cc2ccccc2)CCN1. Reaction SMILES: [C:15](=[O:16])([O-:17])[O-:18].[CH3:29][C:30]#[N:31].[Cl:21][CH2:22][c:23]1[cH:24][cH:25][cH:26][cH:27][cH:28]1.[K+:19].[K+:20].[c:1]1([CH:7]2[CH2:8][C:9](=[O:14])[NH:10][CH2:11][CH2:12][NH:13]2)[cH:2][cH:3][cH:4][cH:5][cH:6]1>>[c:1]1([CH:7]2[CH2:8][C:9](=[O:14])[NH:10][CH2:11][CH2:12][N:13]2[CH2:22][c:23]2[cH:24][cH:25][cH:26][cH:27][cH:28]2)[cH:2][cH:3][cH:4][cH:5][cH:6]1. Starting materials: [H-].[Na+] (sodium hydride), [Cl-].[NH4+] (ammonium chloride), ClC1=C(C(=NC=N1)N1[C@H](CCC[C@H]1C)C)F (6-chloro-4-(cis-2,6-dimethylpiperidino)-5-fluoropyrimidine), C(C#CC)O (2-butyn-1-ol). The solvent is O1CCCC1 (tetrahydrofuran), O1CCCC1 (tetrahydrofuran), O1CCCC1 (tetrahydrofuran). Reaction conditions: time 10 minute. The product is C(C#CC)OC1=NC=NC(=C1F)N1[C@H](CCC[C@H]1C)C (4-(2-butynyloxy)-6-(cis-2,6-dimethylpiperidino)-5-fluoropyrimidine). Isolated yield 87.9%. RXN SMILES: [H-].[Na+].[CH2:3]([OH:7])[C:4]#[C:5][CH3:6].Cl[C:9]1[N:14]=[CH:13][N:12]=[C:11]([N:15]2[C@H:20]([CH3:21])[CH2:19][CH2:18][CH2:17][C@@H:16]2[CH3:22])[C:10]=1[F:23].[Cl-].[NH4+]>O1CCCC1>[CH2:3]([O:7][C:9]1[C:10]([F:23])=[C:11]([N:15]2[C@H:20]([CH3:21])[CH2:19][CH2:18][CH2:17][C@@H:16]2[CH3:22])[N:12]=[CH:13][N:14]=1)[C:4]#[C:5][CH3:6] |f:0.1,4.5|. Procedure: 0.05 g of sodium hydride (60% oil suspension) was suspended in 2 ml of tetrahydrofuran. 0.3 ml of tetrahydrofuran solution of 0.09 g of 2-butyn-1-ol was added dropwise at room temperature therein, and the mixture was stirred for 10 minutes. Into the mixture was added dropwise 0.3 ml of tetrahydrofuran solution of 0.21 g of 6-chloro-4-(cis-2,6-dimethylpiperidino)-5-fluoropyrimidine at room temperature, and stirred for 6 hours at 60° C. After the reaction mixture was cooled to near room temperatur...